Dataset: the Open Reaction Database (ORD), a public repository of structured organic reaction records. Task: describe an organic reaction: reactants, conditions, products, and yield Starting materials: O=C([O-])O, C1COCCN1, O=C(O)CCCc1ccc([N+](=O)[O-])cc1, [Na+], C1CCOC1. Yields the product O=C(CCCc1ccc([N+](=O)[O-])cc1)N1CCOCC1. RXN SMILES: [C:22](=[O:23])([OH:24])[O-:25].[CH2:16]1[CH2:17][O:18][CH2:19][CH2:20][NH:21]1.[N+:1](=[O:2])([O-:3])[c:4]1[cH:5][cH:6][c:7]([CH2:10][CH2:11][CH2:12][C:13](=[O:14])[OH:15])[cH:8][cH:9]1.[Na+:26].[O:27]1[CH2:28][CH2:29][CH2:30][CH2:31]1>>[N+:1](=[O:2])([O-:3])[c:4]1[cH:5][cH:6][c:7]([CH2:10][CH2:11][CH2:12][C:13](=[O:15])[N:21]2[CH2:16][CH2:17][O:18][CH2:19][CH2:20]2)[cH:8][cH:9]1. Reactants: NCCSCC1=NC=CN=C1 (2-[(2-aminoethyl)thiomethyl]pyrazine), CSC(N[N+](=O)[O-])=N (S-methyl-N-nitroisothiourea). The product is [N+](=O)([O-])NC(=N)NCCSCC1=NC=CN=C1 (N-nitro-N'-[2-(2-pyrazinylmethylthio)ethyl]guanidine). Reaction SMILES: [NH2:1][CH2:2][CH2:3][S:4][CH2:5][C:6]1[CH:11]=[N:10][CH:9]=[CH:8][N:7]=1.CS[C:14](=[NH:19])[NH:15][N+:16]([O-:18])=[O:17]>>[N+:16]([NH:15][C:14]([NH:1][CH2:2][CH2:3][S:4][CH2:5][C:6]1[CH:11]=[N:10][CH:9]=[CH:8][N:7]=1)=[NH:19])([O-:18])=[O:17]. Procedure details: Reaction of 2-[(2-aminoethyl)thiomethyl]pyrazine with S-methyl-N-nitroisothiourea by the procedure of Example 2(ii) gives N-nitro-N'-[2-(2-pyrazinylmethylthio)ethyl]guanidine. Similarly by the procedure of Example 2 (iii), there is prepared N-methyl-N'-nitro-N"-[2-(2-pyrazinylmethylthio)ethyl]guanidine.